This data is from the Open Reaction Database (ORD), a public repository of structured organic reaction records. The task is: describe an organic reaction: reactants, conditions, products, and yield Reagents/catalysts: [Ni] (Raney nickel). Solvent: C(C)(=O)O (acetic acid). Starting materials: ClC1=CC(=C(C=C1)C=1C(=CNC1C)C#N)C(C1=C(C=CC=C1)Cl)=O (4-[4-chloro-2-(2-chlorobenzoyl)phenyl]-5-methyl-1H-pyrrole-3-carbonitrile). Reaction SMILES: [Cl:1][C:2]1[CH:7]=[CH:6][C:5]([C:8]2[C:9]([C:14]#[N:15])=[CH:10][NH:11][C:12]=2[CH3:13])=[C:4]([C:16](=O)[C:17]2[CH:22]=[CH:21][CH:20]=[CH:19][C:18]=2[Cl:23])[CH:3]=1>[Ni].C(O)(=O)C>[Cl:1][C:2]1[CH:7]=[CH:6][C:5]2[C:8]3[C:9](=[CH:10][NH:11][C:12]=3[CH3:13])[CH2:14][N:15]=[C:16]([C:17]3[CH:22]=[CH:21][CH:20]=[CH:19][C:18]=3[Cl:23])[C:4]=2[CH:3]=1. The product is ClC1=CC2=C(C=3C(CN=C2C2=C(C=CC=C2)Cl)=CNC3C)C=C1 (8-Chloro-6-(2-chlorophenyl)-1-methyl-2H,4H-pyrrolo[3,4-d][2]benzazepine). Procedure: A mixture of 8.5 g (24 mmol) of 4-[4-chloro-2-(2-chlorobenzoyl)phenyl]-5-methyl-1H-pyrrole-3-carbonitrile, 1 spoonful of Raney nickel and 250 ml of glacial acetic acid was hydrogenated on a Parr apparatus at 55 psi overnight. The catalyst was removed by filtration and the acetic acid was removed at reduced pressure. The residue was diluted with water, basified with concentrated ammonium hydroxide and the resulting precipitate was collected by filtration. The precipitate was dissolved in tetrahyd... The reactants are CN=C=S (Methylisothiocyanate), SCCC(=O)O (3-mercaptopropanoic acid). Solvent: N1=CC=CC=C1 (pyridine), [OH-].[Na+] (sodium hydroxide). Run at time 2 hour. Product: CNC(=S)SCCC(=O)O (3-[[(methylamino)thiocarbonyl]thio]propanoic acid). As a reaction SMILES: [CH3:1][N:2]=[C:3]=[S:4].[SH:5][CH2:6][CH2:7][C:8]([OH:10])=[O:9]>N1C=CC=CC=1.[OH-].[Na+]>[CH3:1][NH:2][C:3]([S:5][CH2:6][CH2:7][C:8]([OH:10])=[O:9])=[S:4] |f:3.4|. Procedure: Methylisothiocyanate (4 g) is added to a solution of 3-mercaptopropanoic acid (5.3 g) in a mixture of pyridine (250 ml) and 0.5 N sodium hydroxide (100 ml). The solution is kept at 40° for two hours and concentrated to dryness in vacuo. The residue is dissolved in water (100 ml.), acidified with concentrated hydrochloric acid and extracted with ether. The organic phase is concentrated to dryness to yield 3-[[(methylamino)thiocarbonyl]thio]propanoic acid, m.p. 86°-87°. The reactants are OC=1C=C(C=C(C1O)[N+](=O)[O-])CCCCC(=O)O (5-(3,4-Dihydroxy-5-nitrophenyl)pentanoic acid), S(=O)(Cl)Cl (thionyl chloride). Conditions: temperature 20 celsius, time 1 hour. The product is C(C)(C)NC(CCCCC1=CC(=C(C(=C1)[N+](=O)[O-])O)O)=O (N-Isopropyl-5-(3,4-dihydroxy-5-nitrophenyl)pentanoic amide). As a reaction SMILES: [OH:1][C:2]1[CH:3]=[C:4]([CH2:12][CH2:13][CH2:14][CH2:15][C:16]([OH:18])=O)[CH:5]=[C:6]([N+:9]([O-:11])=[O:10])[C:7]=1[OH:8].S(Cl)(Cl)=O>>[CH:6]([NH:9][C:16](=[O:18])[CH2:15][CH2:14][CH2:13][CH2:12][C:4]1[CH:5]=[C:6]([N+:9]([O-:11])=[O:10])[C:7]([OH:8])=[C:2]([OH:1])[CH:3]=1)([CH3:7])[CH3:5]. Procedure: A solution containing 0.5 g of the product obtained in Example 24 in 2.5 mlof thionyl chloride was refluxed for 10 min. The excess of thionyl chloridewas evaporated in vacuo and the residue dissolved in 25 ml of dichloromethane. To this solution 0.47 g of isopropylamine was added and the mixture was Stirred for 1 h at 20° C. Dichloromethane phase waswashed with 1 N hydrochloric acid and evaporated in vacuo. The residue was crystallized from toluene. Yield 0.44 g (75%), m.p. 113°-115° C. Starting materials: ClC1=C2C(=NN=C1C1=CC=CC=C1)N(N=C2C)C (4-chloro-1,3-dimethyl-5-phenyl-pyrazolo[3,4-c]pyridazine), [F-].[K+] (potassium fluoride). The solvent is CN(C)C=O (DMF). Run at temperature 120 celsius, time 16 hour. Yields the product FC1=C2C(=NN=C1C1=CC=CC=C1)N(N=C2C)C (4-fluoro-1,3-dimethyl-5-phenyl-pyrazolo[3,4-c]pyridazine). The yield is 29.1%. As a reaction SMILES: Cl[C:2]1[C:7]([C:8]2[CH:13]=[CH:12][CH:11]=[CH:10][CH:9]=2)=[N:6][N:5]=[C:4]2[N:14]([CH3:18])[N:15]=[C:16]([CH3:17])[C:3]=12.[F-:19].[K+]>CN(C=O)C>[F:19][C:2]1[C:7]([C:8]2[CH:13]=[CH:12][CH:11]=[CH:10][CH:9]=2)=[N:6][N:5]=[C:4]2[N:14]([CH3:18])[N:15]=[C:16]([CH3:17])[C:3]=12 |f:1.2|. Procedure details: A suspension of 4-chloro-1,3-dimethyl-5-phenyl-pyrazolo[3,4-c]pyridazine (44 mg, 0.17 mmol), potassium fluoride (50 mg, 0.85 mmol) in dry DMF (1 mL) was stirred at 120° C. for 16 h. The reaction mixture was purified by preparative HPLC to provide Compound 24 (12 mg). The reactants are CC(=O)OC(C)=O, [K+], Nc1ccc2c3c1c(=O)c(C(=O)O)cn3C1CCCCC21, [OH-]. The product is CC(=O)Nc1ccc2c3c1c(=O)c(C(=O)O)cn3C1CCCCC21. As a reaction SMILES: [CH3:22][C:23](=[O:24])[O:25][C:26](=[O:27])[CH3:28].[K+:30].[NH2:1][c:2]1[cH:3][cH:4][c:5]2[c:13]3[n:12]([cH:17][c:16]([C:18](=[O:19])[OH:20])[c:15](=[O:21])[c:14]13)[CH:11]1[CH:6]2[CH2:7][CH2:8][CH2:9][CH2:10]1.[OH-:29]>>[NH:1]([c:2]1[cH:3][cH:4][c:5]2[c:13]3[n:12]([cH:17][c:16]([C:18](=[O:19])[OH:20])[c:15](=[O:21])[c:14]13)[CH:11]1[CH:6]2[CH2:7][CH2:8][CH2:9][CH2:10]1)[C:23]([CH3:22])=[O:24]. The reactants are C(C)(CC)N (sec butylamine), CCN(C(C)C)C(C)C (Hunig's base), ClC1N=CC=C(C1[N+](=O)[O-])C1=C(C=C(C=C1)OC(F)F)Cl (2-Chloro-4-(2-chloro-4-difluoromethoxy-phenyl)-3-nitro-2,3-dihydro-pyridine). Run in C(C)#N (acetonitrile). Yields the product C(C)(CC)NC1N=CC=C(C1[N+](=O)[O-])C1=C(C=C(C=C1)OC(F)F)Cl (sec-butyl-[4-(chloro-4-difluoromethoxy-phenyl)-3-nitro-2,3-dihydro-pyridin-2-yl]-amine). Isolated yield 82.3%. As a reaction SMILES: Cl[CH:2]1[CH:7]([N+:8]([O-:10])=[O:9])[C:6]([C:11]2[CH:16]=[CH:15][C:14]([O:17][CH:18]([F:20])[F:19])=[CH:13][C:12]=2[Cl:21])=[CH:5][CH:4]=[N:3]1.[CH:22]([NH2:26])([CH2:24][CH3:25])[CH3:23].CCN(C(C)C)C(C)C>C(#N)C>[CH:22]([NH:26][CH:2]1[CH:7]([N+:8]([O-:10])=[O:9])[C:6]([C:11]2[CH:16]=[CH:15][C:14]([O:17][CH:18]([F:20])[F:19])=[CH:13][C:12]=2[Cl:21])=[CH:5][CH:4]=[N:3]1)([CH2:24][CH3:25])[CH3:23]. Procedure details: 2-Chloro-4-(2-chloro-4-difluoromethoxy-phenyl)-3-nitro-2,3-dihydro-pyridine (0.176 g, 0.53 mmol) was dissolved in acetonitrile (20 mL), followed by the addition of sec butylamine (106 μL, 1.06 mmol) and Hunig's base (184 μL, 1.06 mmol). The reaction was stirred at reflux for 64 h. The solution was cooled to room temperature, extracted with EtOAc/H2O, organic layer was then washed with 1N HCl and made basic with 1N NaOH. The organic layer was washed with brine, dried Na2SO4, filtered and concentr...